Dataset: the Open Reaction Database (ORD), a public repository of structured organic reaction records. Task: describe an organic reaction: reactants, conditions, products, and yield Reactants: NCC=1OC=C(C(C1)=O)OCC1=CC=CC=C1 (2-aminomethyl-5-benzyloxy-pyran-4-one), CC=1C=C(C=CC1)S(=O)(=O)Cl (3-methyl-benzenesulfonyl chloride), C(C1=CC=CC=C1)OC=1C(C=C(OC1)CNS(=O)(=O)C1=CC=CC=C1)=O (N-(5-benzyloxy-4-oxo-4H-pyran-2-ylmethyl)-benzene sulfonamide). Product: C(C1=CC=CC=C1)OC=1C(C=C(OC1)CNS(=O)(=O)C1=CC(=CC=C1)C)=O (N-(5-Benzyloxy-4-oxo-4H-pyran-2-ylmethyl)-3-methyl-benzenesulfonamide). Isolated yield 57.6%. RXN SMILES: [NH2:1][CH2:2][C:3]1[O:4][CH:5]=[C:6]([O:10][CH2:11][C:12]2[CH:17]=[CH:16][CH:15]=[CH:14][CH:13]=2)[C:7](=[O:9])[CH:8]=1.[CH3:18][C:19]1[CH:20]=[C:21]([S:25](Cl)(=[O:27])=[O:26])[CH:22]=[CH:23][CH:24]=1.C(OC1C(=O)C=C(CNS(C2C=CC=CC=2)(=O)=O)OC=1)C1C=CC=CC=1>>[CH2:11]([O:10][C:6]1[C:7](=[O:9])[CH:8]=[C:3]([CH2:2][NH:1][S:25]([C:21]2[CH:22]=[CH:23][CH:24]=[C:19]([CH3:18])[CH:20]=2)(=[O:27])=[O:26])[O:4][CH:5]=1)[C:12]1[CH:17]=[CH:16][CH:15]=[CH:14][CH:13]=1. Procedure details: N-(5-Benzyloxy-4-oxo-4H-pyran-2-ylmethyl)-3-methyl-benzenesulfonamide (7-04) (24.0 g, 57.60%) was synthesized as a light brown solid from 2-aminomethyl-5-benzyloxy-pyran-4-one (5) and 3-methyl-benzenesulfonyl chloride (6-04) (24.67 g, 129.87 mmol) following the procedure described for N-(5-benzyloxy-4-oxo-4H-pyran-2-ylmethyl)-benzenesulfonamide (7-01). Reactants: C(#C)C=1C=NC=CC1 (3-ethynylpyridine), IC=1C=C(C(=O)NC2=CC(=CC(=C2)C(F)(F)F)N2C=NC(=C2)C)C=CC1C (3-Iodo-4-methyl-N-(3-(4-methyl-1H-imidazol-1-yl)-5-(trifluoromethyl)phenyl)benzamide). Product: CC1=C(C=C(C(=O)NC2=CC(=CC(=C2)C(F)(F)F)N2C=NC(=C2)C)C=C1)C#CC=1C=NC=CC1 (4-methyl-N-[3-(4-methyl-1H-imidazol-1-yl)-5-(trifluoromethyl)phenyl]-3-(pyridin-3-ylethynyl)benzamide). As a reaction SMILES: [C:1]([C:3]1[CH:4]=[N:5][CH:6]=[CH:7][CH:8]=1)#[CH:2].I[C:10]1[CH:11]=[C:12]([CH:32]=[CH:33][C:34]=1[CH3:35])[C:13]([NH:15][C:16]1[CH:21]=[C:20]([C:22]([F:25])([F:24])[F:23])[CH:19]=[C:18]([N:26]2[CH:30]=[C:29]([CH3:31])[N:28]=[CH:27]2)[CH:17]=1)=[O:14]>>[CH3:35][C:34]1[CH:10]=[CH:11][C:12]([C:13]([NH:15][C:16]2[CH:21]=[C:20]([C:22]([F:25])([F:24])[F:23])[CH:19]=[C:18]([N:26]3[CH:30]=[C:29]([CH3:31])[N:28]=[CH:27]3)[CH:17]=2)=[O:14])=[CH:32][C:33]=1[C:2]#[C:1][C:3]1[CH:4]=[N:5][CH:6]=[CH:7][CH:8]=1. Procedure details: The title compound can be synthesized from 3-ethynylpyridine and 3-Iodo-4-methyl-N-(3-(4-methyl-1H-imidazol-1-yl)-5-(trifluoromethyl)phenyl)benzamide in a manner similar to that described for Example 1. 3-ethynylpridine was prepared from 3-bromopyridine and ethynyltrimethylsilane according to the 2 steps procedure described in Example 1. The reactants are P(Br)(Br)Br (phosphorus tribromide), C1(=CC=CC=C1)C(N1CCN(CC1)CCC(CC)O)C1=CC=CC=C1 (1-(4-(diphenylmethyl)piperazinyl)pentane-3-ol), C(O)([O-])=O.[Na+] (sodium hydrogen carbonate). Solvent: CCOCC (ether), C1=CC=CC=C1 (benzene). Reaction conditions: time 8 hour. The product is BrC(CCN1CCN(CC1)C(C1=CC=CC=C1)C1=CC=CC=C1)CC (1-(3-bromopentyl)-4-(diphenylmethyl)piperazine). Yield: 31.0%. Reaction SMILES: [C:1]1([CH:7]([C:20]2[CH:25]=[CH:24][CH:23]=[CH:22][CH:21]=2)[N:8]2[CH2:13][CH2:12][N:11]([CH2:14][CH2:15][CH:16](O)[CH2:17][CH3:18])[CH2:10][CH2:9]2)[CH:6]=[CH:5][CH:4]=[CH:3][CH:2]=1.P(Br)(Br)[Br:27].C(=O)([O-])O.[Na+]>C1C=CC=CC=1.CCOCC>[Br:27][CH:16]([CH2:17][CH3:18])[CH2:15][CH2:14][N:11]1[CH2:12][CH2:13][N:8]([CH:7]([C:20]2[CH:25]=[CH:24][CH:23]=[CH:22][CH:21]=2)[C:1]2[CH:6]=[CH:5][CH:4]=[CH:3][CH:2]=2)[CH2:9][CH2:10]1 |f:2.3|. Reported procedure: 1-(4-(diphenylmethyl)piperazinyl)pentane-3-ol (940 mg) was dissolved in benzene (10 ml) and ether (10 ml), and then phosphorus tribromide (0.2 ml) was added thereto, followed by stirring the mixture overnight at room temperature. To the reaction mixture, saturated aqueous sodium hydrogen carbonate solution was added and the resultant was extracted 3 times with ethyl acetate. Organic layers were combined and washed with brine. The resultant was dried over anhydrous sodium sulfate and concentrated... The reactants are C1(=CC=CC=C1)C1=CC=C2CCNC2=C1 (6-phenyl-indoline), ClC1=NC=NC2=CC(=C(C=C12)OC)OC (4-chloro-6,7- dimethoxy-quinazoline). The solvent is CC(C)O (i-PrOH). The product is COC=1C=C2C(=NC=NC2=CC1OC)N1CCC2=CC=C(C=C12)C1=CC=CC=C1 (6,7-Dimethoxy-4-(6-phenyl-2,3-dihydro-indol-1-yl)-quinazoline). Isolated yield 61.0%. As a reaction SMILES: [C:1]1([C:7]2[CH:15]=[C:14]3[C:10]([CH2:11][CH2:12][NH:13]3)=[CH:9][CH:8]=2)[CH:6]=[CH:5][CH:4]=[CH:3][CH:2]=1.Cl[C:17]1[C:26]2[C:21](=[CH:22][C:23]([O:29][CH3:30])=[C:24]([O:27][CH3:28])[CH:25]=2)[N:20]=[CH:19][N:18]=1>CC(O)C>[CH3:28][O:27][C:24]1[CH:25]=[C:26]2[C:21](=[CH:22][C:23]=1[O:29][CH3:30])[N:20]=[CH:19][N:18]=[C:17]2[N:13]1[C:14]2[C:10](=[CH:9][CH:8]=[C:7]([C:1]3[CH:2]=[CH:3][CH:4]=[CH:5][CH:6]=3)[CH:15]=2)[CH2:11][CH2:12]1. Reported procedure: Utilizing a procedure analogous to that described in Example 1, this product was prepared in 61% yield from 6-phenyl-indoline (1.1 eq.), and 4-chloro-6,7- dimethoxy-quinazoline (1.0 eq) in i-PrOH. (M.P. 175°-177° C.; GC-MS: 383 (M+); anal. RP18-HPLC RT: 6.03min.).